This data is from the Open Reaction Database (ORD), a public repository of structured organic reaction records. The task is: describe an organic reaction: reactants, conditions, products, and yield Starting materials: COS(=O)(=O)OC, [K+], [K+], [Na+], O=C([O-])[O-], [OH-], Cc1ccc(C(=O)O)c(O)c1. Yields the product COc1cc(C)ccc1C(=O)O. Reaction SMILES: [CH3:18][O:19][S:20]([O:21][CH3:22])(=[O:23])=[O:24].[K+:12].[K+:13].[Na+:26].[O-:14][C:15]([O-:16])=[O:17].[OH-:25].[OH:1][c:2]1[c:3]([C:4](=[O:5])[OH:6])[cH:7][cH:8][c:9]([CH3:11])[cH:10]1>>[O:1]([c:2]1[c:3]([C:4](=[O:5])[OH:6])[cH:7][cH:8][c:9]([CH3:11])[cH:10]1)[CH3:15]. The reactants are CCCCCCCCCCCCSCCO, O=C(O)C1CC1, [Cl-], c1ccncc1. Yields the product CCCCCCCCCCCCSCCOC(=O)C1CC1. RXN SMILES: [CH2:1]([CH2:2][CH2:3][CH2:4][CH2:5][CH2:6][CH2:7][CH2:8][CH2:9][CH2:10][CH2:11][CH3:12])[S:13][CH2:14][CH2:15][OH:16].[CH:18]1([C:21](=[O:22])[OH:23])[CH2:19][CH2:20]1.[Cl-:17].[cH:24]1[cH:25][cH:26][n:27][cH:28][cH:29]1>>[CH2:1]([CH2:2][CH2:3][CH2:4][CH2:5][CH2:6][CH2:7][CH2:8][CH2:9][CH2:10][CH2:11][CH3:12])[S:13][CH2:14][CH2:15][O:16][C:21]([CH:18]1[CH2:19][CH2:20]1)=[O:22].